Dataset: the Open Reaction Database (ORD), a public repository of structured organic reaction records. Task: describe an organic reaction: reactants, conditions, products, and yield Product: C=CCCCCC(CN(C=O)OCc1ccccc1)C(=O)O. As a reaction SMILES: [CH2:8]([c:9]1[cH:10][cH:11][cH:12][cH:13][cH:14]1)[O:15][NH:16][CH2:17][CH:18]([C:19](=[O:20])[OH:21])[CH2:22][CH2:23][CH2:24][CH2:25][CH:26]=[CH2:27].[CH3:1][C:2](=[O:3])[O:4][C:5](=[O:6])[CH3:7].[Cl:28][CH2:29][Cl:30]>>[CH:2](=[O:3])[N:16]([O:15][CH2:8][c:9]1[cH:10][cH:11][cH:12][cH:13][cH:14]1)[CH2:17][CH:18]([C:19](=[O:20])[OH:21])[CH2:22][CH2:23][CH2:24][CH2:25][CH:26]=[CH2:27]. Reactants: C=CCCCCC(CNOCc1ccccc1)C(=O)O, CC(=O)OC(C)=O, ClCCl. The reactants are ClCCCl (1,2-dichloroethane), OS(=O)(=O)O (H2SO4), CC1=NOC(=C1)C1=CC=C(C=C1)[N+](=O)[O-] (3-methyl-5-(4-nitrophenyl)-1,2-oxazole), IN1C(CCC1=O)=O (N-iodosuccinimide). Run in O (water). Conditions: time 4 hour. Yields the product IC=1C(=NOC1C1=CC=C(C=C1)[N+](=O)[O-])C (4-Iodo-3-methyl-5-(4-nitrophenyl)-1,2-oxazole). Yield: 97.7%. As a reaction SMILES: ClCCCl.[CH3:5][C:6]1[CH:10]=[C:9]([C:11]2[CH:16]=[CH:15][C:14]([N+:17]([O-:19])=[O:18])=[CH:13][CH:12]=2)[O:8][N:7]=1.[I:20]N1C(=O)CCC1=O.OS(O)(=O)=O>O>[I:20][C:10]1[C:6]([CH3:5])=[N:7][O:8][C:9]=1[C:11]1[CH:12]=[CH:13][C:14]([N+:17]([O-:19])=[O:18])=[CH:15][CH:16]=1. Procedure: To a 100 mL RB flask fitted with magnetic stirrer was charged with 10 mL of 1,2-dichloroethane. To the stirring solution were added 3-methyl-5-(4-nitrophenyl)-1,2-oxazole (0.27 g, 1.30 mmol), N-iodosuccinimide (0.28 g, 1.24 mmol), followed by concentrated H2SO4 (0.2 mL) at 0° C. and stirred at room temperature for 4 h. The reaction mixture was poured into water (30 mL) and extracted with ethyl acetate (50 mL). The organic layer was washed with sodium thiosulphate solution (30 mL), water (30 mL) ...